This data is from the Open Reaction Database (ORD), a public repository of structured organic reaction records. The task is: describe an organic reaction: reactants, conditions, products, and yield Reactants: CCO, CC(=O)c1cccc([N+](=O)[O-])c1, [Ni], O=[N+]([O-])O, O=S(=O)(O)O. The product is CC(=O)c1ccccc1. RXN SMILES: [CH3:23][CH2:24][OH:25].[N+:1]([O-:2])(=[O:3])[c:4]1[cH:5][c:6]([C:10]([CH3:11])=[O:12])[cH:7][cH:8][cH:9]1.[Ni:22].[OH:18][N+:19](=[O:20])[O-:21].[S:13](=[O:14])(=[O:15])([OH:16])[OH:17]>>[cH:4]1[cH:5][c:6]([C:10]([CH3:11])=[O:12])[cH:7][cH:8][cH:9]1. The reactants are C1(=CC=CC=C1)NS(=O)(=O)C (N-phenylmethanesulfonamide), ClCC(=O)Cl (chloroacetyl chloride), [Cl-].[Al+3].[Cl-].[Cl-] (aluminum chloride), ice, Cl (hydrochloric acid). Solvent: C(Cl)Cl (methylene chloride). Conditions: temperature -10 celsius, time 2 hour. Yields the product ClCC(=O)C1=CC=C(C=C1)NS(=O)(=O)C (N-[4-(2-Chloro-1-oxoethyl)phenyl]methanesulfonamide). As a reaction SMILES: [C:1]1([NH:7][S:8]([CH3:11])(=[O:10])=[O:9])[CH:6]=[CH:5][CH:4]=[CH:3][CH:2]=1.[Cl:12][CH2:13][C:14](Cl)=[O:15].[Cl-].[Al+3].[Cl-].[Cl-].Cl>C(Cl)Cl>[Cl:12][CH2:13][C:14]([C:4]1[CH:3]=[CH:2][C:1]([NH:7][S:8]([CH3:11])(=[O:10])=[O:9])=[CH:6][CH:5]=1)=[O:15] |f:2.3.4.5|. Procedure: In a flask containing 128.4 g (0.75 mole) of N-phenylmethanesulfonamide, 169.5 g (1.50 mole) of chloroacetyl chloride in 1 L of methylene chloride under an atmosphere of nitrogen and cooled to about -10° C. add 300 g (2.25 mole) of aluminum chloride. Stir the resulting mixture for about 2 hours at -10° C. then warm to room temperature for about 16 hours. Pour the reaction mixture onto 2 Kg of ice containing 600 mL of concentrated hydrochloric acid. Collect the precipitate and wash with methanol ... Reactants: NC=1C=C2C=NNC2=CC1 (5-aminoindazole), C(O)([O-])=O.[Na+] (sodium hydrogencarbonate), O.Cl.N1CCC(CC1)=O (4-Piperidone hydrochloride monohydrate), C(CCCC)=O (valeraldehyde), C(C)(=O)O[BH-](OC(C)=O)OC(C)=O.[Na+] (sodium triacetoxyborohydride). Solvent: CO (methanol). Reaction conditions: time 18 hour. The product is N1N=CC2=CC(=CC=C12)NC1CCN(CC1)CCCCC (N-(1H-5-Indazolyl)-N-(1-pentyl-4-piperidyl)amine). Yield: 1.7%. RXN SMILES: O.Cl.[NH:3]1[CH2:8][CH2:7][C:6](=O)[CH2:5][CH2:4]1.[CH:10](=O)[CH2:11][CH2:12][CH2:13][CH3:14].C(O[BH-](OC(=O)C)OC(=O)C)(=O)C.[Na+].[NH2:30][C:31]1[CH:32]=[C:33]2[C:37](=[CH:38][CH:39]=1)[NH:36][N:35]=[CH:34]2.C(=O)([O-])O.[Na+]>CO>[NH:36]1[C:37]2[C:33](=[CH:32][C:31]([NH:30][CH:6]3[CH2:7][CH2:8][N:3]([CH2:10][CH2:11][CH2:12][CH2:13][CH3:14])[CH2:4][CH2:5]3)=[CH:39][CH:38]=2)[CH:34]=[N:35]1 |f:0.1.2,4.5,7.8|. Reported procedure: 4-Piperidone hydrochloride monohydrate (77 mg) and valeraldehyde (43 mg) were dissolved in methanol (1 ml), and sodium triacetoxyborohydride (106 mg) was added to the solution. The reaction mixture was stirred at room temperature for 18 hr. Further, 5-aminoindazole (54 mg) was added thereto. The mixture was stirred for 30 min, and a borane-pyridine complex (0.05 ml) was added thereto. The reaction mixture was stirred at room temperature for 18 hr. A saturated aqueous sodium hydrogencarbonate sol...